Dataset: the Open Reaction Database (ORD), a public repository of structured organic reaction records. Task: describe an organic reaction: reactants, conditions, products, and yield The reactants are CC#N, Cn1c(=O)c2c(cc(N3CCCC(NC(=O)OC(C)(C)C)C3)n2Cc2ccccc2Cl)n(C)c1=O, [Na+], O=C([O-])O, F[Xe]. Yields the product Cn1c(=O)c2c(c(F)c(N3CCCC(NC(=O)OC(C)(C)C)C3)n2Cc2ccccc2Cl)n(C)c1=O. As a reaction SMILES: [CH3:43][C:44]#[N:45].[Cl:3][c:4]1[c:5]([CH2:6][n:7]2[c:8]([N:20]3[CH2:21][CH:22]([NH:26][C:27]([O:28][C:29]([CH3:30])([CH3:31])[CH3:32])=[O:33])[CH2:23][CH2:24][CH2:25]3)[cH:9][c:10]3[n:11]([CH3:19])[c:12](=[O:18])[n:13]([CH3:17])[c:14](=[O:16])[c:15]23)[cH:34][cH:35][cH:36][cH:37]1.[Na+:38].[OH:39][C:40](=[O:41])[O-:42].[Xe:1][F:2]>>[F:2][c:9]1[c:8]([N:20]2[CH2:21][CH:22]([NH:26][C:27]([O:28][C:29]([CH3:30])([CH3:31])[CH3:32])=[O:33])[CH2:23][CH2:24][CH2:25]2)[n:7]([CH2:6][c:5]2[c:4]([Cl:3])[cH:37][cH:36][cH:35][cH:34]2)[c:15]2[c:10]1[n:11]([CH3:19])[c:12](=[O:18])[n:13]([CH3:17])[c:14]2=[O:16]. Reactants: O, CC1(C)OC2C(COS(=O)(=O)O)OC(n3cnc4c(=O)[nH]c(N)nc43)C2O1. The product is Nc1nc2c(ncn2C2OC(COS(=O)(=O)O)C(O)C2O)c(=O)[nH]1. RXN SMILES: [OH2:28].[S:1](=[O:2])(=[O:3])([O:4][CH2:5][CH:6]1[O:7][CH:8]([n:16]2[c:17]3[n:18][c:19]([NH2:26])[nH:20][c:21](=[O:25])[c:22]3[n:23][cH:24]2)[CH:9]2[O:10][C:11]([CH3:14])([CH3:15])[O:12][CH:13]12)[OH:27]>>[S:1](=[O:2])(=[O:3])([O:4][CH2:5][CH:6]1[O:7][CH:8]([n:16]2[c:17]3[n:18][c:19]([NH2:26])[nH:20][c:21](=[O:25])[c:22]3[n:23][cH:24]2)[CH:9]([OH:10])[CH:13]1[OH:12])[OH:27]. Starting materials: C1CCNCC1, CCO, Cc1cc(CCC(=O)O)[nH]c1C=O, O=C1Cc2c(ncnc2Nc2ccc(F)c(Cl)c2)N1. Product: Cc1cc(CCC(=O)O)[nH]c1C=C1C(=O)Nc2ncnc(Nc3ccc(F)c(Cl)c3)c21. RXN SMILES: [CH2:33]1[CH2:34][CH2:35][NH:36][CH2:37][CH2:38]1.[CH3:39][CH2:40][OH:41].[CH:20](=[O:21])[c:22]1[c:23]([CH3:32])[cH:24][c:25]([CH2:27][CH2:28][C:29](=[O:30])[OH:31])[nH:26]1.[Cl:1][c:2]1[cH:3][c:4]([NH:9][c:10]2[c:11]3[c:12]([n:13][cH:14][n:15]2)[NH:16][C:17](=[O:19])[CH2:18]3)[cH:5][cH:6][c:7]1[F:8]>>[Cl:1][c:2]1[cH:3][c:4]([NH:9][c:10]2[c:11]3[c:12]([n:13][cH:14][n:15]2)[NH:16][C:17](=[O:19])[C:18]3=[CH:20][c:22]2[c:23]([CH3:32])[cH:24][c:25]([CH2:27][CH2:28][C:29](=[O:30])[OH:31])[nH:26]2)[cH:5][cH:6][c:7]1[F:8]. Starting materials: C(#N)C1=CC2=CC[C@H]3[C@@H]4CC[C@@H]([C@@]4(C)CC[C@@H]3[C@]2(CC1)C)C(SC1=NC=CC=C1)=O (S-2-pyridyl 3-cyanoandrosta-3,5-diene-17β-thiocarboxylate), CC(CC1=CC=CC=C1)(C)N (1,1-dimethyl-2-phenylethylamine). Product: CC(CC1=CC=CC=C1)(C)NC(=O)[C@@H]1[C@]2(C)[C@@H](CC1)[C@@H]1CC=C3C=C(CC[C@]3(C)[C@H]1CC2)C#N (N-(1,1-Dimethyl-2-phenylethyl)-3-cyanoandrosta-3,5-diene-17β-carboxamide). Isolated yield 82.0%. Reaction SMILES: [C:1]([C:3]1[CH2:20][CH2:19][C@@:18]2([CH3:21])[C:5](=[CH:6][CH2:7][C@@H:8]3[C@@H:17]2[CH2:16][CH2:15][C@@:13]2([CH3:14])[C@H:9]3[CH2:10][CH2:11][C@@H:12]2[C:22](=[O:30])SC2C=CC=CN=2)[CH:4]=1)#[N:2].[CH3:31][C:32]([NH2:41])([CH3:40])[CH2:33][C:34]1[CH:39]=[CH:38][CH:37]=[CH:36][CH:35]=1>>[CH3:40][C:32]([NH:41][C:22]([C@H:12]1[CH2:11][CH2:10][C@H:9]2[C@H:8]3[C@H:17]([CH2:16][CH2:15][C@:13]12[CH3:14])[C@:18]1([CH3:21])[C:5]([CH:4]=[C:3]([C:1]#[N:2])[CH2:20][CH2:19]1)=[CH:6][CH2:7]3)=[O:30])([CH3:31])[CH2:33][C:34]1[CH:39]=[CH:38][CH:37]=[CH:36][CH:35]=1. Reported procedure: Following a procedure similar to that described in Example 3(b), but using S-2-pyridyl 3-cyanoandrosta-3,5-diene-17β-thiocarboxylate [prepared as described in Example 3(a)] and 1,1-dimethyl-2-phenylethylamine as starting materials, in relative proportions similar to those used in that Example, the title compound was obtained in a yield of 82%. Starting materials: C1(CCCC1)OC=1C=C(C=CC1OC)[C@@H]1CNC[C@H]1C(=O)OC (trans-3-(3-cyclopentoxy-4-methoxyphenyl)-4-(methoxycarbonyl)pyrrolidine), C(=O)OCC (ethyl formate). The solvent is CCOCC (ether). Yields the product C1(CCCC1)OC=1C=C(C=CC1OC)[C@@H]1CN(C[C@H]1C(=O)OC)C=O (trans-3-(3-cyclopentoxy-4-methoxyphenyl)-1-formyl-4-(methoxycarbonyl)pyrrolidine). Yield: 84.0%. RXN SMILES: [CH:1]1([O:6][C:7]2[CH:8]=[C:9]([C@H:15]3[C@H:19]([C:20]([O:22][CH3:23])=[O:21])[CH2:18][NH:17][CH2:16]3)[CH:10]=[CH:11][C:12]=2[O:13][CH3:14])[CH2:5][CH2:4][CH2:3][CH2:2]1.[CH:24](OCC)=[O:25]>CCOCC>[CH:1]1([O:6][C:7]2[CH:8]=[C:9]([C@H:15]3[C@H:19]([C:20]([O:22][CH3:23])=[O:21])[CH2:18][N:17]([CH:24]=[O:25])[CH2:16]3)[CH:10]=[CH:11][C:12]=2[O:13][CH3:14])[CH2:2][CH2:3][CH2:4][CH2:5]1. Reported procedure: A solution of trans-3-(3-cyclopentoxy-4-methoxyphenyl)-4-(methoxycarbonyl)pyrrolidine (620 mg, 1.94 mmol) in 5 mL of ethyl formate was heated at reflux for 3 hr. The reaction was diluted with ether and concentrated. The residue was dissolved in ether and washed with 1M H3PO4. The organic layer was dried over MgSO4, filtered, and concentrated under reduced pressure. Silica gel chromatography (2:1, ethyl acetate:hexanes) provided trans-3-(3-cyclopentoxy-4-methoxyphenyl)-1-formyl-4-(methoxycarbonyl... Reported procedure: To the solution of the compound obtained in Example 66 (391 mg, 0.80 mmol), picolinic acid (108 mg, 88 mmol) and 1-hydroxybenzotriazole (119 mg, 0.88 mmol) in DMF (8 mL) was added 1-[3-(dimethylamino)propyl]-3-ethylcarbodiimide hydrochloride (307 mg, 1.60 mmol), and the mixture was stirred at room temperature for 20 hours. The reaction mixture was concentrated under reduced pressure, and to the concentrate were added a saturated aqueous solution of sodium hydrogen carbonate (15 mL) and water (5 ... The yield is 91.2%. Reactants: C(C1=CC=CC=C1)C1CCN(CC1)CCCN(C(=O)C1CCNCC1)C1=CC(=C(C=C1)Cl)Cl (N-[3-(4-Benzyl-1-piperidinyl)propyl]-N-(3,4-dichlorophenyl)-4-piperidinecarboxamide), N1=C(C=CC=C1)C(=O)O (picolinic acid), ON1N=NC2=C1C=CC=C2 (1-hydroxybenzotriazole), Cl.CN(CCCN=C=NCC)C (1-[3-(dimethylamino)propyl]-3-ethylcarbodiimide hydrochloride). Reaction SMILES: [CH2:1]([CH:8]1[CH2:13][CH2:12][N:11]([CH2:14][CH2:15][CH2:16][N:17]([C:26]2[CH:31]=[CH:30][C:29]([Cl:32])=[C:28]([Cl:33])[CH:27]=2)[C:18]([CH:20]2[CH2:25][CH2:24][NH:23][CH2:22][CH2:21]2)=[O:19])[CH2:10][CH2:9]1)[C:2]1[CH:7]=[CH:6][CH:5]=[CH:4][CH:3]=1.[N:34]1[CH:39]=[CH:38][CH:37]=[CH:36][C:35]=1[C:40](O)=[O:41].ON1C2C=CC=CC=2N=N1.Cl.CN(C)CCCN=C=NCC>CN(C=O)C>[CH2:1]([CH:8]1[CH2:13][CH2:12][N:11]([CH2:14][CH2:15][CH2:16][N:17]([C:26]2[CH:31]=[CH:30][C:29]([Cl:32])=[C:28]([Cl:33])[CH:27]=2)[C:18]([CH:20]2[CH2:21][CH2:22][N:23]([C:40]([C:35]3[CH:36]=[CH:37][CH:38]=[CH:39][N:34]=3)=[O:41])[CH2:24][CH2:25]2)=[O:19])[CH2:10][CH2:9]1)[C:2]1[CH:7]=[CH:6][CH:5]=[CH:4][CH:3]=1 |f:3.4|. Run in CN(C)C=O (DMF). The product is C(C1=CC=CC=C1)C1CCN(CC1)CCCN(C(=O)C1CCN(CC1)C(=O)C1=NC=CC=C1)C1=CC(=C(C=C1)Cl)Cl (N-[3-(4-Benzyl-1-piperidinyl)propyl]-N-(3,4-dichlorophenyl)-1-(2-pyridylcarbonyl)-4-piperidinecarboxamide). Run at time 20 hour. Starting materials: FC(C=1C=C(C=C(C1)C(F)(F)F)C(C(=O)Cl)(C)C)(F)F (2-(3,5-bis-trifluoromethyl-phenyl)-2-methyl-propionyl chloride), O (Water), NC=1C=NC=CC1C(C1=CC=CC=C1)=O (3-amino-4-benzoylpyridine), C(C)N(C(C)C)C(C)C (N-ethyldiisopropylamine). The solvent is ClCCl (dichloromethane), ClCCl (dichloromethane). Conditions: time 8 hour. The product is C(C1=CC=CC=C1)(=O)C1=C(C=NC=C1)NC(C(C)(C)C1=CC(=CC(=C1)C(F)(F)F)C(F)(F)F)=O (N-(4-Benzoyl-pyridin-3-yl)-2-(3,5-bis-trifluoromethyl-phenyl)-isobutyramide). The yield is 24.5%. As a reaction SMILES: [NH2:1][C:2]1[CH:3]=[N:4][CH:5]=[CH:6][C:7]=1[C:8](=[O:15])[C:9]1[CH:14]=[CH:13][CH:12]=[CH:11][CH:10]=1.C(N(C(C)C)C(C)C)C.[F:25][C:26]([F:44])([F:43])[C:27]1[CH:28]=[C:29]([C:37]([CH3:42])([CH3:41])[C:38](Cl)=[O:39])[CH:30]=[C:31]([C:33]([F:36])([F:35])[F:34])[CH:32]=1.O>ClCCl>[C:8]([C:7]1[CH:6]=[CH:5][N:4]=[CH:3][C:2]=1[NH:1][C:38](=[O:39])[C:37]([C:29]1[CH:28]=[C:27]([C:26]([F:25])([F:43])[F:44])[CH:32]=[C:31]([C:33]([F:34])([F:35])[F:36])[CH:30]=1)([CH3:42])[CH3:41])(=[O:15])[C:9]1[CH:14]=[CH:13][CH:12]=[CH:11][CH:10]=1. Procedure details: A solution of 397 mg (2 mmol) 3-amino-4-benzoylpyridine and 517 mg (4 mmol) N-ethyldiisopropylamine in 8 ml dichloromethane was cooled in an ice bath and a solution of 765 mg (2.4 mmol) 2-(3,5-bis-trifluoromethyl-phenyl)-2-methyl-propionyl chloride in 8 ml dichloromethane was added dropwise. The reaction mixture was warmed to room temperature and was stirred overnight. Water (5 ml) was added and the organic layer was separated. The aqueous phase was extracted with dichloromethane. The combined o... The reactants are ClCCOC=1C=CC=C2C(=NNC12)S(=O)(=O)C1=CC=CC2=CC=CC=C12 (7-(2-chloro-ethoxy)-3-(naphthalene-1-sulfonyl)-1-H-indazole), ClC=1C=C(CBr)C=CC1 (3-chloro-benzyl bromide), C([O-])([O-])=O.[Cs+].[Cs+] (cesium carbonate). Run in CN(C)C=O (DMF), O (H2O). Conditions: time 30 minute. Yields the product ClC=1C=C(CN2N=C(C3=CC=CC(=C23)OCCCl)S(=O)(=O)C2=CC=CC3=CC=CC=C23)C=CC1 (1-(3-Chloro-benzyl)-7-(2-chloro-ethoxy)-3-(naphthalene-1-sulfonyl)-1-H-indazole). The yield is 61.1%. RXN SMILES: [Cl:1][CH2:2][CH2:3][O:4][C:5]1[CH:6]=[CH:7][CH:8]=[C:9]2[C:13]=1[NH:12][N:11]=[C:10]2[S:14]([C:17]1[C:26]2[C:21](=[CH:22][CH:23]=[CH:24][CH:25]=2)[CH:20]=[CH:19][CH:18]=1)(=[O:16])=[O:15].[Cl:27][C:28]1[CH:29]=[C:30]([CH:33]=[CH:34][CH:35]=1)[CH2:31]Br.C(=O)([O-])[O-].[Cs+].[Cs+]>CN(C=O)C.O>[Cl:27][C:28]1[CH:29]=[C:30]([CH:33]=[CH:34][CH:35]=1)[CH2:31][N:12]1[C:13]2[C:9](=[CH:8][CH:7]=[CH:6][C:5]=2[O:4][CH2:3][CH2:2][Cl:1])[C:10]([S:14]([C:17]2[C:26]3[C:21](=[CH:22][CH:23]=[CH:24][CH:25]=3)[CH:20]=[CH:19][CH:18]=2)(=[O:16])=[O:15])=[N:11]1 |f:2.3.4|. Procedure details: A mixture of 7-(2-chloro-ethoxy)-3-(naphthalene-1-sulfonyl)-1-H-indazole (0.7 g, 1.8 mmoles), 3-chloro-benzyl bromide (0.28 mL, 2.17 mmoles), and cesium carbonate (0.7 g, 2.17 mmoles) in DMF (5 mL) was stirred together in a round bottom flask at room temperature for 30 minutes. Reaction mixture was diluted with H2O, extracted with EtOAc, washed with water (2×), brine (1×), dried over Na2SO4, and concentrated under vacuum. The crude product was purified by HPLC using as eluent 30% EtOAc/hexane to... Reactants: O (water), C(C1=CC=CC=C1)OC1=CC(=C(C=C1)CC=1C(NNC1C(F)(F)F)=O)C (4-[(4-benzyloxy-2-methylphenyl)methyl]-5-trifluoromethyl-1,2-dihydro-3H-pyrazol-3-one), CC(=O)OC[C@@H]1[C@@H]([C@@H]([C@H]([C@H](O1)Br)OC(=O)C)OC(=O)C)OC(=O)C (acetobromo-α-D-galactose), C([O-])([O-])=O.[K+].[K+] (potassium carbonate). Solvent: C(C)#N (acetonitrile). Conditions: time 8 hour. Yields the product C(C)(=O)O[C@H]1[C@@H](O[C@@H]([C@@H]([C@@H]1OC(C)=O)OC(C)=O)COC(C)=O)OC1=NNC(=C1CC1=C(C=C(C=C1)OCC1=CC=CC=C1)C)C(F)(F)F (3-(2,3,4,6-Tetra-O-acetyl-β-D-galactopyranosyloxy)-4-[(4-benzyloxy-2-methylphenyl)methyl]-5-trifluoromethyl-1H-pyrazole). The yield is 69.1%. RXN SMILES: [CH2:1]([O:8][C:9]1[CH:14]=[CH:13][C:12]([CH2:15][C:16]2[C:17](=[O:25])[NH:18][NH:19][C:20]=2[C:21]([F:24])([F:23])[F:22])=[C:11]([CH3:26])[CH:10]=1)[C:2]1[CH:7]=[CH:6][CH:5]=[CH:4][CH:3]=1.[CH3:27][C:28]([O:30][CH2:31][C@H:32]1[O:37][C@H:36](Br)[C@H:35]([O:39][C:40]([CH3:42])=[O:41])[C@@H:34]([O:43][C:44]([CH3:46])=[O:45])[C@H:33]1[O:47][C:48]([CH3:50])=[O:49])=[O:29].C(=O)([O-])[O-].[K+].[K+].O>C(#N)C>[C:40]([O:39][C@@H:35]1[C@@H:34]([O:43][C:44](=[O:45])[CH3:46])[C@@H:33]([O:47][C:48](=[O:49])[CH3:50])[C@@H:32]([CH2:31][O:30][C:28](=[O:29])[CH3:27])[O:37][C@H:36]1[O:25][C:17]1[C:16]([CH2:15][C:12]2[CH:13]=[CH:14][C:9]([O:8][CH2:1][C:2]3[CH:3]=[CH:4][CH:5]=[CH:6][CH:7]=3)=[CH:10][C:11]=2[CH3:26])=[C:20]([C:21]([F:24])([F:23])[F:22])[NH:19][N:18]=1)(=[O:41])[CH3:42] |f:2.3.4|. Reported procedure: A suspension of 4-[(4-benzyloxy-2-methylphenyl)methyl]-5-trifluoromethyl-1,2-dihydro-3H-pyrazol-3-one (0.5 g), acetobromo-α-D-galactose (0.62 g) and potassium carbonate (0.29 g) in acetonitrile (5 mL) was stirred at room temperature overnight. The reaction mixture was poured into water, and the resulting mixture was extracted with ethylacetate. The extract was washed with brine, and dried over anhydrous sodium sulfate. The solvent was removed under reduced pressure, and the residue was purified ...